From a dataset of the Open Reaction Database (ORD), a public repository of structured organic reaction records. describe an organic reaction: reactants, conditions, products, and yield Starting materials: CCOC(=O)CBr, O=C([O-])[O-], CCC(C)=O, [K+], [K+], COc1ccc(O)c2ccoc12. Yields the product CCOC(=O)COc1ccc(OC)c2occc12. As a reaction SMILES: [Br:13][CH2:14][C:15](=[O:16])[O:17][CH2:18][CH3:19].[C:20](=[O:21])([O-:22])[O-:23].[CH3:26][C:27](=[O:28])[CH2:29][CH3:30].[K+:24].[K+:25].[OH:1][c:2]1[cH:3][cH:4][c:5]([O:11][CH3:12])[c:6]2[o:7][cH:8][cH:9][c:10]12>>[O:1]([c:2]1[cH:3][cH:4][c:5]([O:11][CH3:12])[c:6]2[o:7][cH:8][cH:9][c:10]12)[CH2:14][C:15](=[O:16])[O:17][CH2:18][CH3:19]. Starting materials: CCO, NCCO, c1csc(OCC2CO2)n1. Yields the product OCCNCC(O)COc1nccs1. As a reaction SMILES: [CH3:15][CH2:16][OH:17].[NH2:1][CH2:2][CH2:3][OH:4].[O:5]1[CH2:6][CH:7]1[CH2:8][O:9][c:10]1[s:11][cH:12][cH:13][n:14]1>>[NH:1]([CH2:2][CH2:3][OH:4])[CH2:6][CH:7]([OH:5])[CH2:8][O:9][c:10]1[s:11][cH:12][cH:13][n:14]1. Yields the product ON1C(C2(CC1)CC(OC1=C2C=C(C(=C1)Cl)Cl)C)=O (1'-hydroxy-2,3-dihydro-6,7-dichloro-2-methylspiro-(4H-1-benzopyran-4,3'-pyrrolidine)-2'one). Procedure details: Prepared from methyl cis and trans 6,7-dichloro-2,3-dihydro-2-methyl-4H-1-benzopyran-4-carboxylate in the same manner as the product of Example 6, part 4 from more polar diastereomer of 1'-benzyloxy-2,3-dihydro-6-fluoro-2-methyl-spiro-(4H-1-benzopyran-4,3'-pyrrolidine)-2'-one, via intermediacy of methyl cis and trans 6,7-dichloro-2,3-dihydro-2-methyl-4-(2-propenyl)-4H-1-benzopyran-4carboxylate (Rf=0.6, 1:1 diethyl ether/hexanes, SiO2), methyl cis and trans 6,7-dichloro-2,3-dihydro-2-methyl-4-(2-... As a reaction SMILES: ClC1C(Cl)=CC2O[C@@H](C)C[C@H](C([O-])=O)C=2C=1.C(ON1CCC2(C3C=C(F)C=CC=3OC(C)C2)C1=O)C1C=CC=CC=1.C([O:49][N:50]1[CH2:54][CH2:53][C:52]2([C:59]3[CH:60]=[C:61]([Cl:65])[C:62]([Cl:64])=[CH:63][C:58]=3[O:57][CH:56]([CH3:66])[CH2:55]2)[C:51]1=[O:67])C1C=CC=CC=1>>[OH:49][N:50]1[CH2:54][CH2:53][C:52]2([C:59]3[CH:60]=[C:61]([Cl:65])[C:62]([Cl:64])=[CH:63][C:58]=3[O:57][CH:56]([CH3:66])[CH2:55]2)[C:51]1=[O:67]. Reactants: ClC=1C(=CC2=C([C@H](C[C@@H](O2)C)C(=O)[O-])C1)Cl (trans 6,7-dichloro-2,3-dihydro-2-methyl-4H-1-benzopyran-4-carboxylate), product, C(C1=CC=CC=C1)ON1C(C2(CC1)CC(OC1=C2C=C(C=C1)F)C)=O (1'-benzyloxy-2,3-dihydro-6-fluoro-2-methyl-spiro-(4H-1-benzopyran-4,3'-pyrrolidine)-2'-one), trans 6,7-dichloro-2,3-dihydro-2-methyl-4-(2-propenyl)-4H-1-benzopyran-4carboxylate, trans 6,7-dichloro-2,3-dihydro-2-methyl-4-(2-benzyloxyaminoethyl)-4H-1-benzopyran-4-carboxylate, C(C1=CC=CC=C1)ON1C(C2(CC1)CC(OC1=C2C=C(C(=C1)Cl)Cl)C)=O (1'-benzyloxy-2,3-dihydro-6,7-dichloro-2-methyl-spiro-(4H-1-benzopyran-4,3'-pyrrolidine)-2'one). Starting materials: ClC1=C(C=C(C#N)C=C1)[N+](=O)[O-] (4-chloro-3-nitrobenzonitrile), C(C)(C)N(CC)C(C)C (diisopropyl-ethylamine), BrC=1C=C(N)C=CC1 (3-bromoaniline). Run in O (water), CN1CCCC1=O (NMP). Conditions: temperature 80 celsius, time 6 hour. The product is BrC=1C=C(C=CC1)NC1=C(C=C(C#N)C=C1)[N+](=O)[O-] (4-(3-Bromo-phenylamino)-3-nitro-benzonitrile). The yield is 66.5%. Reaction SMILES: Cl[C:2]1[CH:9]=[CH:8][C:5]([C:6]#[N:7])=[CH:4][C:3]=1[N+:10]([O-:12])=[O:11].C(N(C(C)C)CC)(C)C.[Br:22][C:23]1[CH:24]=[C:25]([CH:27]=[CH:28][CH:29]=1)[NH2:26]>CN1C(=O)CCC1.O>[Br:22][C:23]1[CH:24]=[C:25]([NH:26][C:2]2[CH:9]=[CH:8][C:5]([C:6]#[N:7])=[CH:4][C:3]=2[N+:10]([O-:12])=[O:11])[CH:27]=[CH:28][CH:29]=1. Procedure details: To a mixture of 4-chloro-3-nitrobenzonitrile (A) (5 g, 27.4 mmol) and diisopropyl-ethylamine (4.24 g, 32 mmol) in NMP (40 mL) was added 3-bromoaniline (B) (4.71 g, 27.4 mmol) and the reaction mixture was stirred at 80° C. for 6 h. The reaction mixture was cooled to RT and diluted with water. The solid was filtered off, washed several times with water to remove excess 3-bromoaniline, dried under vacuum to give compound C (5.8 g, 66%) as a pale yellow solid.